Dataset: the Open Reaction Database (ORD), a public repository of structured organic reaction records. Task: describe an organic reaction: reactants, conditions, products, and yield Reactants: N12CC3[C@@H](C(CC(C1)C3)C2)N ((4s)-1-azatricyclo[3.3.1.13,7]dec-4-ylamine), FC1=CC=C(C(=O)O)C=C1 (4-fluorobenzoic acid), N (NH3). Yields the product N12CC3[C@@H](C(CC(C1)C3)C2)NC(C2=CC=C(C=C2)F)=O (N-[(4s)-1-Azatricyclo[3.3.1.13,7]dec-4-yl]-4-fluorobenzamide). Reaction SMILES: [N:1]12[CH2:10][CH:5]3[CH2:6][CH:7]([CH2:9][CH:3]([C@@H:4]3[NH2:11])[CH2:2]1)[CH2:8]2.[F:12][C:13]1[CH:21]=[CH:20][C:16]([C:17](O)=[O:18])=[CH:15][CH:14]=1.N>>[N:1]12[CH2:10][CH:5]3[CH2:6][CH:7]([CH2:9][CH:3]([C@@H:4]3[NH:11][C:17](=[O:18])[C:16]3[CH:20]=[CH:21][C:13]([F:12])=[CH:14][CH:15]=3)[CH2:2]1)[CH2:8]2. Procedure: Prepared from (4s)-1-azatricyclo[3.3.1.13,7]dec-4-ylamine and 4-fluorobenzoic acid (Aldrich) according to method B; 1H NMR (500 MHz, methanol-d4) δ 1.91-2.04 (m, 4H), 2.12 (s, 1H), 2.31 (d, J=14 Hz, 2H), 2.38 (s, 1H), 3.49 (s, 1H), 3.59 (s, 3H), 3.73 (s, 1H), 3.77-3.89 (m, 1H), 4.38 (s, 1H), 7.20 (t, J=9 Hz, 2H), 7.90 (dd, J=9, 5 Hz, 2H); MS (APCI/NH3) m/z 275 (M+H)+. Reactants: OCC(=O)[C@H](O)[C@@H](O)[C@@H](O)CO (L-fructose), O=C[C@@H](O)[C@H](O)[C@@H](O)[C@@H](O)CO (L-glucose). Product: O=C[C@@H](O)[C@H](O)[C@@H](O)[C@@H](O)C (6-deoxy L-glucose), OCC(=O)[C@H](O)[C@@H](O)[C@@H](O)C (6-deoxy L-fructose). RXN SMILES: [OH:1][CH2:2][C:3]([C@@H:5]([C@H:7]([C@H:9]([CH2:11]O)[OH:10])[OH:8])[OH:6])=[O:4].[O:13]=[CH:14][C@H:15]([C@@H:17]([C@H:19]([C@H:21]([CH2:23]O)[OH:22])[OH:20])[OH:18])[OH:16]>>[O:1]=[CH:2][C@H:3]([C@@H:5]([C@H:7]([C@H:9]([CH3:11])[OH:10])[OH:8])[OH:6])[OH:4].[OH:13][CH2:14][C:15]([C@@H:17]([C@H:19]([C@H:21]([CH3:23])[OH:22])[OH:20])[OH:18])=[O:16]. Reported procedure: The present inventors already publicly report that K. pneumonia 40bXX catalyzes the conversion from L-fructose to L-glucose. By the same method, attempts were made to produce 6-deoxy L-glucose from 6-deoxy L-fructose (the product at the previous step). K. pneumonia 40bXX was cultured in a culture medium containing 0.5 w/v % polypeptone, 0.5 w/v % yeast extract, and 0.5 w/v % salt as supplemented with MnCl2 (1 mM). After 24-hour incubation, the culture was centrifuged at 1200×g for 10 minutes, to... Reactants: [OH-].[Na+] (sodium hydroxide), O (water), O1C(CCCC1)OC(C(=O)OCC)C=1N=C(SC1)NS(=O)(=O)C (ethyl 2-(2-tetrahydropyranyl)oxy-2-(2-mesylamino-1,3-thiazol-4-yl)acetate), O1C(CCCC1)OC(C(=O)OCC)C=1NC(SC1)=NS(=O)(=O)C (ethyl 2-(2-tetrahydropyranyl)oxy-2-(2-mesylimino-2,3-dihydro-1,3-thiazol-4-yl)acetate), [OH-].[Na+] (sodium hydroxide), Cl (hydrochloric acid). Solvent: C(C)(=O)OCC (ethyl acetate). Conditions: time 1 hour. Product: O1C(CCCC1)OC(C(=O)O)C=1N=C(SC1)NS(=O)(=O)C (2-(2-tetrahydropyranyl)oxy-2-(2-mesylamino-1,3-thiazol-4-yl)acetic acid). As a reaction SMILES: [O:1]1[CH2:6][CH2:5][CH2:4][CH2:3][CH:2]1[O:7][CH:8]([C:14]1[N:15]=[C:16]([NH:19][S:20]([CH3:23])(=[O:22])=[O:21])[S:17][CH:18]=1)[C:9]([O:11]CC)=[O:10].[OH-].[Na+].O.Cl>C(OCC)(=O)C>[O:1]1[CH2:6][CH2:5][CH2:4][CH2:3][CH:2]1[O:7][CH:8]([C:14]1[N:15]=[C:16]([NH:19][S:20]([CH3:23])(=[O:21])=[O:22])[S:17][CH:18]=1)[C:9]([OH:11])=[O:10] |f:1.2|. Procedure: To ethyl 2-(2-tetrahydropyranyl)oxy-2-(2-mesylamino-1,3-thiazol-4-yl)acetate, which can be represented as ethyl 2-(2-tetrahydropyranyl)oxy-2-(2-mesylimino-2,3-dihydro-1,3-thiazol-4-yl)acetate, (0.85 g.) was added 1 H sodium hydroxide aqueous solution prepared by sodium hydroxide (0.28 g.) and water (7 ml.), and then the mixture was stirred for 1 hour at room temperature. After the reaction, to the reaction mixture was added ethyl acetate. The mixture was adjusted to pH 1 to 2 with 2 N hydrochlor...